From a dataset of the Open Reaction Database (ORD), a public repository of structured organic reaction records. describe an organic reaction: reactants, conditions, products, and yield The reactants are C1(CCC1)N1CCN(CCC1)C(=O)N1CC(C1)N (1-[(4-cyclobutyl-1,4-diazepan-1-yl)carbonyl]azetidin-3-amine), BrCC1=CC=C(C#N)C=C1 (4-(bromomethyl)benzonitrile), CCN(C(C)C)C(C)C (DIPEA). Solvent: ClC(C)Cl (dichloroethane). Run at temperature 100 celsius. The product is C1(CCC1)N1CCN(CCC1)C(=O)N1CC(C1)NCC1=CC=C(C#N)C=C1 (4-[({1-[(4-cyclobutyl-1,4-diazepan-1-yl)carbonyl]azetidin-3-yl}amino)methyl]benzonitrile). The yield is 34.0%. As a reaction SMILES: [CH:1]1([N:5]2[CH2:11][CH2:10][CH2:9][N:8]([C:12]([N:14]3[CH2:17][CH:16]([NH2:18])[CH2:15]3)=[O:13])[CH2:7][CH2:6]2)[CH2:4][CH2:3][CH2:2]1.Br[CH2:20][C:21]1[CH:28]=[CH:27][C:24]([C:25]#[N:26])=[CH:23][CH:22]=1.CCN(C(C)C)C(C)C>ClC(Cl)C>[CH:1]1([N:5]2[CH2:11][CH2:10][CH2:9][N:8]([C:12]([N:14]3[CH2:15][CH:16]([NH:18][CH2:20][C:21]4[CH:28]=[CH:27][C:24]([C:25]#[N:26])=[CH:23][CH:22]=4)[CH2:17]3)=[O:13])[CH2:7][CH2:6]2)[CH2:4][CH2:3][CH2:2]1. Reported procedure: To a solution of 1-[(4-cyclobutyl-1,4-diazepan-1-yl)carbonyl]azetidin-3-amine (20 mg, 80 μmol) in dichloroethane (2 ml) was added 4-(bromomethyl)benzonitrile (17 mg, 87 μmol) and DIPEA (15 μl, 87 μmol). The reaction was heated at 100° C. for 16 hours, concentrated at reduced pressure and purified by FCC (DCM/MeOH/NH3 with gradient, 98:2:1 to 90:10:1) to provide the title compound as colourless oil (10 mg, 33%). The reactants are CCOC(C)=O, CO, [H][H], COc1ccc(CCN(C)CCOc2ccc([N+](=O)[O-])cc2-n2cccc2)cc1OC. The product is COc1ccc(CCN(C)CCOc2ccc(N)cc2-n2cccc2)cc1OC. As a reaction SMILES: [CH3:34][CH2:35][O:36][C:37](=[O:38])[CH3:39].[CH3:40][OH:41].[H:32][H:33].[N+:1]([O-:2])(=[O:3])[c:4]1[cH:5][c:6](-[n:27]2[cH:28][cH:29][cH:30][cH:31]2)[c:7]([O:8][CH2:9][CH2:10][N:11]([CH3:12])[CH2:13][CH2:14][c:15]2[cH:16][c:17]([O:23][CH3:24])[c:18]([O:21][CH3:22])[cH:19][cH:20]2)[cH:25][cH:26]1>>[NH2:1][c:4]1[cH:5][c:6](-[n:27]2[cH:28][cH:29][cH:30][cH:31]2)[c:7]([O:8][CH2:9][CH2:10][N:11]([CH3:12])[CH2:13][CH2:14][c:15]2[cH:16][c:17]([O:23][CH3:24])[c:18]([O:21][CH3:22])[cH:19][cH:20]2)[cH:25][cH:26]1. Starting materials: COCCOC=1C=C(C=CC1)C1=CC=2C(=NC=C(C2)N)N1 (2-[3-(2-methoxy-ethoxy)-phenyl]-1H-pyrrolo[2,3-b]pyridin-5-ylamine), C(C1=CC=CC=C1)=O (benzaldehyde), [BH4-] (borohydride). Run in CO (methanol). Run at time 16 hour. Yields the product C(C1=CC=CC=C1)NC=1C=C2C(=NC1)NC(=C2)C2=CC(=CC=C2)OCCOC (benzyl-{2-[3-(2-methoxy-ethoxy)-phenyl]-1H-pyrrolo[2,3-b]pyridin-5-yl}-amine). The yield is 6.5%. RXN SMILES: [BH4-].[CH3:2][O:3][CH2:4][CH2:5][O:6][C:7]1[CH:8]=[C:9]([C:13]2[NH:22][C:16]3=[N:17][CH:18]=[C:19]([NH2:21])[CH:20]=[C:15]3[CH:14]=2)[CH:10]=[CH:11][CH:12]=1.[CH:23](=O)[C:24]1[CH:29]=[CH:28][CH:27]=[CH:26][CH:25]=1>CO>[CH2:23]([NH:21][C:19]1[CH:20]=[C:15]2[CH:14]=[C:13]([C:9]3[CH:10]=[CH:11][CH:12]=[C:7]([O:6][CH2:5][CH2:4][O:3][CH3:2])[CH:8]=3)[NH:22][C:16]2=[N:17][CH:18]=1)[C:24]1[CH:29]=[CH:28][CH:27]=[CH:26][CH:25]=1. Procedure: Polymer supported borohydride (706 mg, 1.8 mmol) was added to a mixture of 2-[3-(2-methoxy-ethoxy)-phenyl]-1H-pyrrolo[2,3-b]pyridin-5-ylamine (50 mg, 0.18 mmol) and benzaldehyde (18mg, 0.18 mmol) in methanol (3 mL). The mixture was stirred for 16 hours, filtered, concentrated in vacuo and purified by preparative HPLC to afford benzyl-{2-[3-(2-methoxy-ethoxy)-phenyl]-1H-pyrrolo[2,3-b]pyridin-5-yl}-amine (4.4 mg, 7%) Starting materials: O=C([O-])[O-], CS(C)=O, O=Cc1cccnc1Cl, [Cs+], [Cs+], O=C(O)c1cc(O)ccc1F, O. Yields the product O=Cc1cccnc1Oc1ccc(F)c(C(=O)O)c1. As a reaction SMILES: [C:21](=[O:22])([O-:23])[O-:24].[CH3:27][S:28]([CH3:29])=[O:30].[Cl:1][c:2]1[c:3]([CH:4]=[O:5])[cH:6][cH:7][cH:8][n:9]1.[Cs+:25].[Cs+:26].[F:10][c:11]1[c:12]([C:13](=[O:14])[OH:15])[cH:16][c:17]([OH:20])[cH:18][cH:19]1.[OH2:31]>>[c:2]1([O:20][c:17]2[cH:16][c:12]([C:13](=[O:14])[OH:15])[c:11]([F:10])[cH:19][cH:18]2)[c:3]([CH:4]=[O:5])[cH:6][cH:7][cH:8][n:9]1. Starting materials: CC(C)(C)[Si](Cl)(c1ccccc1)c1ccccc1, COc1cc(CO)cc(OC)c1, CN(C)C=O, c1c[nH]cn1. Product: COc1cc(CO[Si](c2ccccc2)(c2ccccc2)C(C)(C)C)cc(OC)c1. As a reaction SMILES: [C:13]([CH3:14])([CH3:15])([CH3:16])[Si:17]([c:18]1[cH:19][cH:20][cH:21][cH:22][cH:23]1)([c:24]1[cH:25][cH:26][cH:27][cH:28][cH:29]1)[Cl:30].[CH3:1][O:2][c:3]1[cH:4][c:5]([CH2:6][OH:7])[cH:8][c:9]([O:11][CH3:12])[cH:10]1.[O:36]=[CH:37][N:38]([CH3:39])[CH3:40].[nH:31]1[cH:32][cH:33][n:34][cH:35]1>>[CH3:1][O:2][c:3]1[cH:4][c:5]([CH2:6][O:7][Si:17]([C:13]([CH3:14])([CH3:15])[CH3:16])([c:18]2[cH:19][cH:20][cH:21][cH:22][cH:23]2)[c:24]2[cH:25][cH:26][cH:27][cH:28][cH:29]2)[cH:8][c:9]([O:11][CH3:12])[cH:10]1. The reactants are [Na+].OCCCS(=O)(=O)[O-] (3-hydroxy-1-propanesulfonic acid sodium salt), C(C)(=O)OC(C)=O (acetic anhydride). The product is [Na+].C(C)(=O)OCCCS(=O)(=O)[O-] (3-acetyloxy-1-propanesulfonic acid sodium salt). Reaction SMILES: [Na+:1].[OH:2][CH2:3][CH2:4][CH2:5][S:6]([O-:9])(=[O:8])=[O:7].[C:10](OC(=O)C)(=[O:12])[CH3:11]>>[Na+:1].[C:10]([O:2][CH2:3][CH2:4][CH2:5][S:6]([O-:9])(=[O:8])=[O:7])(=[O:12])[CH3:11] |f:0.1,3.4|. Reported procedure: A mixture of 81 g (0.5 mol) of 3-hydroxy-1-propanesulfonic acid sodium salt and 250 ml of acetic anhydride is heated on the steam bath for 64 hrs and at reflux for 2 hrs. The dark solution is cooled and the solid is filtered, washed with ether and dried to give 82.8 g of 3-acetyloxy-1-propanesulfonic acid sodium salt. Reactants: CCN=C=NCCCN(C)C, CN1CCNCC1, ClCCl, Cl, O=C(O)c1cc2cc([N+](=O)[O-])ccc2[nH]1. The product is CN1CCN(C(=O)c2cc3cc([N+](=O)[O-])ccc3[nH]2)CC1. RXN SMILES: [CH3:17][N:18]([CH3:19])[CH2:20][CH2:21][CH2:22][N:23]=[C:24]=[N:25][CH2:26][CH3:27].[CH3:28][N:29]1[CH2:30][CH2:31][NH:32][CH2:33][CH2:34]1.[Cl:35][CH2:36][Cl:37].[ClH:16].[N+:1](=[O:2])([O-:3])[c:4]1[cH:5][c:6]2[cH:7][c:8]([C:13](=[O:14])[OH:15])[nH:9][c:10]2[cH:11][cH:12]1>>[N+:1](=[O:2])([O-:3])[c:4]1[cH:5][c:6]2[cH:7][c:8]([C:13](=[O:15])[N:32]3[CH2:31][CH2:30][N:29]([CH3:28])[CH2:34][CH2:33]3)[nH:9][c:10]2[cH:11][cH:12]1. Reactants: C(CC#C)C=1N=C2N(C=CC=C2)C1 (2-(but-3-ynyl)-imidazo[1,2-a]pyridine), IC=1N=C(SC1)C (4-iodo-2-methylthiazole). Reagents/catalysts: [Cu](I)I (copper iodide), Cl[Pd]([P](C1=CC=CC=C1)(C2=CC=CC=C2)C3=CC=CC=C3)([P](C4=CC=CC=C4)(C5=CC=CC=C5)C6=CC=CC=C6)Cl (Pd(PPh3)2Cl2). The solvent is C(C)N(CC)CC (triethylamine), C(C)N(CC)CC (triethylamine). Yields the product CC=1SC=C(N1)C#CCCC=1N=C2N(C=CC=C2)C1 (2-(4-(2-methylthiazol-4-yl)but-3-ynyl)-imidazo[1,2-a]pyridine). The yield is 13.8%. Reaction SMILES: I[C:2]1[N:3]=[C:4]([CH3:7])[S:5][CH:6]=1.[CH2:8]([C:12]1[N:13]=[C:14]2[CH:19]=[CH:18][CH:17]=[CH:16][N:15]2[CH:20]=1)[CH2:9][C:10]#[CH:11]>C(N(CC)CC)C.[Cu](I)I.Cl[Pd](Cl)([P](C1C=CC=CC=1)(C1C=CC=CC=1)C1C=CC=CC=1)[P](C1C=CC=CC=1)(C1C=CC=CC=1)C1C=CC=CC=1>[CH3:7][C:4]1[S:5][CH:6]=[C:2]([C:11]#[C:10][CH2:9][CH2:8][C:12]2[N:13]=[C:14]3[CH:19]=[CH:18][CH:17]=[CH:16][N:15]3[CH:20]=2)[N:3]=1 |^1:33,52|. Reported procedure: In a dry reaction tube containing in suspension copper iodide (6.5 mg, 0.03 mmol) and triethylamine (2.33 mL, 13.60 mmol), were added 4-iodo-2-methylthiazole (150 mg, 0.68 mmol) and Pd(PPh3)2Cl2 (39 mg, 0.03 mmol) under N2. A yellow suspension is obtained and after a few minutes of stirring at room temperature, was added a solution 2-(but-3-ynyl)-imidazo[1,2-a]pyridine (115 mg, 0.68 mmol) in triethylamine (0.5 mL) under N2. Immediately the color of the reaction turns to black. The mixture was st... The reactants are C(C)(=O)N1N=C(C2=CC(=CC=C12)C(=O)Cl)C1=CC=C(C=C1)F (1-acetyl-3-(4-fluorophenyl)-1H-indazole-5-carbonyl chloride), N1=CC=CC=C1 (pyridine), O (water), [OH-].[NH4+] (ammonium hydroxide). Run in C(C)O (ethanol). Yields the product FC1=CC=C(C=C1)C1=NNC2=CC=C(C=C12)C(=O)OCC (Ethyl 3-(4-fluorophenyl)-1H-indazole-5-carboxylate). Yield: 100.0%. Reaction SMILES: C([N:4]1[C:12]2[C:7](=[CH:8][C:9]([C:13](Cl)=[O:14])=[CH:10][CH:11]=2)[C:6]([C:16]2[CH:21]=[CH:20][C:19]([F:22])=[CH:18][CH:17]=2)=[N:5]1)(=O)C.N1[CH:28]=[CH:27]C=CC=1.[OH-:29].[NH4+].O>C(O)C>[F:22][C:19]1[CH:20]=[CH:21][C:16]([C:6]2[C:7]3[C:12](=[CH:11][CH:10]=[C:9]([C:13]([O:29][CH2:27][CH3:28])=[O:14])[CH:8]=3)[NH:4][N:5]=2)=[CH:17][CH:18]=1 |f:2.3|. Procedure details: To a solution of 1-acetyl-3-(4-fluorophenyl)-1H-indazole-5-carbonyl chloride (100 mg, 0.33 mmol) in ethanol (40 mL) was added pyridine (0.5 mL). The reaction was stirred overnight at room temperature when saturated ammonium hydroxide (1 mL) was added. The reaction was stirred overnight when water (150 mL) was added and the solution filtered. The solid was dried to recover the product (100 mg, 100% yield). 1H NMR (DMSO-d6) δ 13.6 (s, 1H), 8.62 (s, 1H), 8.03–7.9 (m, 3H), 7.70 (d, 1H), 7.61 (d, 1H)...